This data is from the Open Reaction Database (ORD), a public repository of structured organic reaction records. The task is: describe an organic reaction: reactants, conditions, products, and yield The reactants are FC(C1=C(CN2N=C(C3=CC(=CC=C23)C=O)I)C=CC(=C1)C(F)(F)F)(F)F (1-(2,4-Bis-trifluoromethyl-benzyl)-3-iodo-1H-indazole-5-carbaldehyde), C(C)(C)(C)OC(=O)N1C(CN(CC1)C=1SCC(N1)=O)CO (2-Hydroxymethyl-4-(4-oxo-4,5-dihydro-thiazol-2-yl)-piperazine-1-carboxylic acid tert-butyl ester). Yields the product C(C)(C)(C)OC(=O)N1C(CN(CC1)C=1SC(C(N1)=O)=CC=1C=C2C(=NN(C2=CC1)CC1=C(C=C(C=C1)C(F)(F)F)C(F)(F)F)I)CO (4-{5-[1-(2,4-Bis-trifluoromethyl-benzyl)-3-iodo-1H-indazol-5-ylmethylene]-4-oxo-4,5-dihydro-thiazol-2-yl}-2-hydroxymethyl-piperazine-1-carboxylic acid tert-butyl ester). As a reaction SMILES: [F:1][C:2]([F:27])([F:26])[C:3]1[CH:21]=[C:20]([C:22]([F:25])([F:24])[F:23])[CH:19]=[CH:18][C:4]=1[CH2:5][N:6]1[C:14]2[C:9](=[CH:10][C:11]([CH:15]=O)=[CH:12][CH:13]=2)[C:8]([I:17])=[N:7]1.[C:28]([O:32][C:33]([N:35]1[CH2:40][CH2:39][N:38]([C:41]2[S:42][CH2:43][C:44](=[O:46])[N:45]=2)[CH2:37][CH:36]1[CH2:47][OH:48])=[O:34])([CH3:31])([CH3:30])[CH3:29]>>[C:28]([O:32][C:33]([N:35]1[CH2:40][CH2:39][N:38]([C:41]2[S:42][C:43](=[CH:15][C:11]3[CH:10]=[C:9]4[C:14](=[CH:13][CH:12]=3)[N:6]([CH2:5][C:4]3[CH:18]=[CH:19][C:20]([C:22]([F:25])([F:24])[F:23])=[CH:21][C:3]=3[C:2]([F:26])([F:1])[F:27])[N:7]=[C:8]4[I:17])[C:44](=[O:46])[N:45]=2)[CH2:37][CH:36]1[CH2:47][OH:48])=[O:34])([CH3:31])([CH3:30])[CH3:29]. Reported procedure: 4-{5-[1-(2,4-Bis-trifluoromethyl-benzyl)-3-iodo-1H-indazol-5-ylmethylene]-4-oxo-4,5-dihydro-thiazol-2-yl}-2-hydroxymethyl-piperazine-1-carboxylic acid tert-butyl ester was prepared from 1-(2,4-Bis-trifluoromethyl-benzyl)-3-iodo-1H-indazole-5-carbaldehyde and 2-Hydroxymethyl-4-(4-oxo-4,5-dihydro-thiazol-2-yl)-piperazine-1-carboxylic acid tert-butyl ester following General Procedure D. Starting materials: C(C)OC(C1=CC(=CC=C1)SC1=C(NC2=CC(=CC=C12)Cl)C)=O (3-(6-chloro-2-methyl-1H-indol-3-ylsulfanyl)-benzoic acid ethyl ester), BrC=1C=NN(C1)C1=CC=CC=C1 (4-bromo-1-phenylpyrazole). Yields the product C(C)OC(C1=CC(=CC=C1)SC1=C(N(C2=CC(=CC=C12)Cl)C=1C=NN(C1)C1=CC=CC=C1)C)=O (3-[6-Chloro-2-methyl-1-(1-phenyl-1H-pyrazol-4-yl)-1H-indol-3-ylsulfanyl]-benzoic acid ethyl ester). As a reaction SMILES: [CH2:1]([O:3][C:4](=[O:23])[C:5]1[CH:10]=[CH:9][CH:8]=[C:7]([S:11][C:12]2[C:20]3[C:15](=[CH:16][C:17]([Cl:21])=[CH:18][CH:19]=3)[NH:14][C:13]=2[CH3:22])[CH:6]=1)[CH3:2].Br[C:25]1[CH:26]=[N:27][N:28]([C:30]2[CH:35]=[CH:34][CH:33]=[CH:32][CH:31]=2)[CH:29]=1>>[CH2:1]([O:3][C:4](=[O:23])[C:5]1[CH:10]=[CH:9][CH:8]=[C:7]([S:11][C:12]2[C:20]3[C:15](=[CH:16][C:17]([Cl:21])=[CH:18][CH:19]=3)[N:14]([C:25]3[CH:26]=[N:27][N:28]([C:30]4[CH:31]=[CH:32][CH:33]=[CH:34][CH:35]=4)[CH:29]=3)[C:13]=2[CH3:22])[CH:6]=1)[CH3:2]. Reported procedure: Prepared according to the procedure described in Example 55, Step 2 using the following starting materials: 3-(6-chloro-2-methyl-1H-indol-3-ylsulfanyl)-benzoic acid ethyl ester and 4-bromo-1-phenylpyrazole.